This data is from the Open Reaction Database (ORD), a public repository of structured organic reaction records. The task is: describe an organic reaction: reactants, conditions, products, and yield Reactants: C(C)(C)(C)OC(=O)N1CCC(CC1)=O (1-(tert-Butoxycarbonyl)-4-piperidone), COC1=C(N)C=CC=C1OC (2,3-dimethoxyaniline). Yields the product C(C)(C)(C)OC(=O)N1CCC(CC1)NC1=C(C(=CC=C1)OC)OC (1-(tert-Butoxycarbonyl)-4-[(2,3-dimethoxyphenyl)amino]piperidine). RXN SMILES: [C:1]([O:5][C:6]([N:8]1[CH2:13][CH2:12][C:11](=O)[CH2:10][CH2:9]1)=[O:7])([CH3:4])([CH3:3])[CH3:2].[CH3:15][O:16][C:17]1[C:23]([O:24][CH3:25])=[CH:22][CH:21]=[CH:20][C:18]=1[NH2:19]>>[C:1]([O:5][C:6]([N:8]1[CH2:13][CH2:12][CH:11]([NH:19][C:18]2[CH:20]=[CH:21][CH:22]=[C:23]([O:24][CH3:25])[C:17]=2[O:16][CH3:15])[CH2:10][CH2:9]1)=[O:7])([CH3:4])([CH3:3])[CH3:2]. Reported procedure: 1-(tert-Butoxycarbonyl)-4-piperidone (4.78 g) and 2,3-dimethoxyaniline (3.68 g) were condensed in the same manner as described in Preparation Example 37 to give the title compound. Reactants: C1(=CC=CC=C1)C=1OC=C(N1)CCOC1=CC=C(C=O)C=C1 (4-(2-(2-phenyl-4-oxazolyl)ethoxy)-benzaldehyde), Cl.NNC(=O)N (semicarbazide hydrochloride), CC(=O)[O-].[Na+] (NaOAc), O (H2O). Solvent: CO (MeOH). Reaction conditions: temperature 100 celsius, time 64 hour. Yields the product C1(=CC=CC=C1)C=1OC=C(N1)CCOC1=CC=C(C=NNC(=O)N)C=C1 (4-(2-(2-phenyl-4-oxazolyl)ethoxy)benzaldehyde semicarbazone). Yield: 89.2%. Reaction SMILES: [C:1]1([C:7]2[O:8][CH:9]=[C:10]([CH2:12][CH2:13][O:14][C:15]3[CH:22]=[CH:21][C:18]([CH:19]=O)=[CH:17][CH:16]=3)[N:11]=2)[CH:6]=[CH:5][CH:4]=[CH:3][CH:2]=1.Cl.[NH2:24][NH:25][C:26]([NH2:28])=[O:27].CC([O-])=O.[Na+].O>CO>[C:1]1([C:7]2[O:8][CH:9]=[C:10]([CH2:12][CH2:13][O:14][C:15]3[CH:22]=[CH:21][C:18]([CH:19]=[N:24][NH:25][C:26]([NH2:28])=[O:27])=[CH:17][CH:16]=3)[N:11]=2)[CH:6]=[CH:5][CH:4]=[CH:3][CH:2]=1 |f:1.2,3.4|. Procedure details: A mixture of 20.0 g of aldehyde from Example 17 Part A, 8.29 g of semicarbazide hydrochloride, 8.14 g of NaOAc and 150 mL of H2O was heated for 0.75 hours at 100° C. with occasional swirling. The heterogenous mixture was diluted with 150 mL of MeOH and allowed to stand at 25° C. for 64 hours. The solid was filtered and washed with H2O, refluxed with 500 mL of MeOH and filtered hot leaving 21.3 g of 4-(2-(2-phenyl-4-oxazolyl)ethoxy)benzaldehyde semicarbazone (89%, m.p. 221°-226° C.). Solvent: CCOC(=O)C (EtOAc). As a reaction SMILES: I[C:2]1[CH:7]=[CH:6][CH:5]=[CH:4][C:3]=1[O:8][CH3:9].[OH:10][C:11]1[CH:16]=[CH:15][CH:14]=[CH:13][N:12]=1.C([O-])([O-])=O.[K+].[K+]>[Cu].CCOC(C)=O>[O:10]=[C:11]1[CH:16]=[CH:15][CH:14]=[CH:13][N:12]1[C:2]1[CH:7]=[CH:6][CH:5]=[CH:4][C:3]=1[O:8][CH3:9] |f:2.3.4|. Product: O=C1N(C=CC=C1)C1=C(C=CC=C1)OC (2-(2-Oxo-2H-pyridin-1-yl)-anisole). The reagents and catalysts are [Cu] (copper). The reactants are IC1=C(C=CC=C1)OC (2-Iodoanisole), OC1=NC=CC=C1 (2-hydroxypyridine), C(=O)([O-])[O-].[K+].[K+] (K2CO3). Procedure details: 2-Iodoanisole (1.30 mL, 0.01 mol), 2-hydroxypyridine (0.95 g, 0.01 mol), anhydrous K2CO3 (2.76 g, 0.02 mol) and copper powder (0.0636 g, 0.001 mol) were combined and heated at 200° C. for 2 hr. The reaction mixture was cooled, EtOAc added, and filtered. The filtrate was washed with H2O, aqueous saturated NaHCO3 solution, brine, and dried (Na2SO4). Filtration and concentration gave the title compound after chromatography (silica gel, 2% CH3OH, CH2Cl2). Reaction conditions: temperature 200 celsius. Reactants: N(=O)[O-].[Na+] (sodium nitrite), [H-].[Al+3].[Li+].[H-].[H-].[H-] (lithium aluminum hydride), ClC1=CC=CC=2NCCN(CCC21)C (7-chloro-4-methyl-1,2,3,4,5,6-hexahydro-benzo[e][1,4]diazocine), C([O-])(O)=O.[Na+] (sodium bicarbonate). The solvent is O (water), C1CCOC1 (THF), Cl (hydrochloric acid). Reaction conditions: time 1 hour. The product is ClC1=CC=CC=2N(CCN(CCC21)C)N (7-Chloro-4-methyl-3,4,5,6-tetrahydro-2H-benzo[e][1,4]diazocin-1-ylamine). Isolated yield 73.8%. RXN SMILES: [Cl:1][C:2]1[C:13]2[CH2:12][CH2:11][N:10]([CH3:14])[CH2:9][CH2:8][NH:7][C:6]=2[CH:5]=[CH:4][CH:3]=1.[N:15]([O-])=O.[Na+].C(=O)(O)[O-].[Na+].[H-].[Al+3].[Li+].[H-].[H-].[H-]>Cl.O.C1COCC1>[Cl:1][C:2]1[C:13]2[CH2:12][CH2:11][N:10]([CH3:14])[CH2:9][CH2:8][N:7]([NH2:15])[C:6]=2[CH:5]=[CH:4][CH:3]=1 |f:1.2,3.4,5.6.7.8.9.10|. Reported procedure: To a solution of 7-chloro-4-methyl-1,2,3,4,5,6-hexahydro-benzo[e][1,4]diazocine (4.0 g, 0.021 mole approximately) in hydrochloric acid (2 N, 100 mL) cooled to 0° C. was added sodium nitrite (2.5 g, 0.036 mole) in water (20 mL). The mixture was stirred for 1 hour and treated with sodium bicarbonate and extracted with ethyl acetate (3×100 mL). The combined organic layers were washed with saturated sodium chloride (200 mL), dried and concentrated to a light brown oil. The oil was redissolved in THF... The reactants are FC1=CC=C(C=C1)S(=O)(=O)N[C@@H](C(=O)O)CC1=CC=CC=C1 ((R)-2-(4-fluoro-benzenesulfonylamino)-3-phenyl-propionic acid), [Na][Na] (disodium), Cl.C1(=CC=CC=C1)C1CCNCC1 (4-phenyl-piperidine hydrochloride). Yields the product C1(=CC=CC=C1)C[C@H](C(=O)O)NS(=O)(=O)C1=CC=C(C=C1)N1CCC(CC1)C1=CC=CC=C1 ((R)-3-Phenyl-2-[4-(4-phenyl-piperidin-1-yl)-benzenesulfonylamino]-propionic acid). As a reaction SMILES: F[C:2]1[CH:7]=[CH:6][C:5]([S:8]([NH:11][C@H:12]([CH2:16][C:17]2[CH:22]=[CH:21][CH:20]=[CH:19][CH:18]=2)[C:13]([OH:15])=[O:14])(=[O:10])=[O:9])=[CH:4][CH:3]=1.[Na][Na].Cl.[C:26]1([CH:32]2[CH2:37][CH2:36][NH:35][CH2:34][CH2:33]2)[CH:31]=[CH:30][CH:29]=[CH:28][CH:27]=1>>[C:17]1([CH2:16][C@@H:12]([NH:11][S:8]([C:5]2[CH:6]=[CH:7][C:2]([N:35]3[CH2:36][CH2:37][CH:32]([C:26]4[CH:31]=[CH:30][CH:29]=[CH:28][CH:27]=4)[CH2:33][CH2:34]3)=[CH:3][CH:4]=2)(=[O:10])=[O:9])[C:13]([OH:15])=[O:14])[CH:22]=[CH:21][CH:20]=[CH:19][CH:18]=1 |f:2.3|. Reported procedure: In a manner similar to Example 3(b), (R)-2-(4-fluoro-benzenesulfonylamino)-3-phenyl-propionic acid, disodium salt was condensed with 4-phenyl-piperidine hydrochloride to give the title compound, mp=168-170° C. Starting materials: CC(C)C(C#N)=NO, N, [Na+], [OH-], O. Yields the product CC(C)C(=NO)C(=O)O. As a reaction SMILES: [N:1]([OH:2])=[C:3]([C:4]#[N:5])[CH:6]([CH3:7])[CH3:8].[NH3:11].[Na+:10].[OH-:9].[OH2:12]>>[N:1]([OH:2])=[C:3]([C:4](=[O:9])[OH:12])[CH:6]([CH3:7])[CH3:8]. The product is O=C1c2ccccc2COc2ccc(CC=NO)cc21. Reactants: COCCOCCOC, Cl, NO, O=C(Cl)Cc1ccc2c(c1)C(=O)c1ccccc1CO2, c1ccncc1. RXN SMILES: [CH3:30][O:31][CH2:32][CH2:33][O:34][CH2:35][CH2:36][O:37][CH3:38].[ClH:27].[NH2:28][OH:29].[O:1]=[C:2]1[c:3]2[c:4]([cH:13][cH:14][c:15]([CH2:17][C:18]([Cl:19])=[O:20])[cH:16]2)[O:5][CH2:6][c:7]2[c:8]1[cH:9][cH:10][cH:11][cH:12]2.[cH:21]1[cH:22][cH:23][n:24][cH:25][cH:26]1>>[O:1]=[C:2]1[c:3]2[c:4]([cH:13][cH:14][c:15]([CH2:17][CH:18]=[N:28][OH:29])[cH:16]2)[O:5][CH2:6][c:7]2[c:8]1[cH:9][cH:10][cH:11][cH:12]2. Reactants: C1(CC1)C(=O)NC=1N=C2N(C=C(C=C2)OC2=CC=C(C=C2)NC(=O)C=2C(N(C(=CC2)C)C2=CC=C(C=C2)F)=O)C1 (N-[4-({2-[(cyclopropylcarbonyl)amino]imidazo[1,2-a]pyridin-6-yl}oxy)phenyl]-1-(4-fluorophenyl)-6-methyl-2-oxo-1,2-dihydropyridine-3-carboxamide), O.C1(=CC=CC=C1)S(=O)(=O)O (benzenesulfonic acid monohydrate). Solvent: O1CCCC1 (tetrahydrofuran). Yields the product O.C1(=CC=CC=C1)S(=O)(=O)O.C1(CC1)C(=O)NC=1N=C2N(C=C(C=C2)OC2=CC=C(C=C2)NC(=O)C=2C(N(C(=CC2)C)C2=CC=C(C=C2)F)=O)C1 (N-[4-({2-[(cyclopropylcarbonyl)amino]imidazo[1,2-a]pyridin-6-yl}oxy)phenyl]-1-(4-fluorophenyl)-6-methyl-2-oxo-1,2-dihydropyridine-3-carboxamide benzenesulfonate monohydrate). Yield: 116.4%. Reaction SMILES: [CH:1]1([C:4]([NH:6][C:7]2[N:8]=[C:9]3[CH:14]=[CH:13][C:12]([O:15][C:16]4[CH:21]=[CH:20][C:19]([NH:22][C:23]([C:25]5[C:26](=[O:39])[N:27]([C:32]6[CH:37]=[CH:36][C:35]([F:38])=[CH:34][CH:33]=6)[C:28]([CH3:31])=[CH:29][CH:30]=5)=[O:24])=[CH:18][CH:17]=4)=[CH:11][N:10]3[CH:40]=2)=[O:5])[CH2:3][CH2:2]1.O.[C:42]1([S:48]([OH:51])(=[O:50])=[O:49])[CH:47]=[CH:46][CH:45]=[CH:44][CH:43]=1>O1CCCC1>[OH2:5].[C:42]1([S:48]([OH:51])(=[O:50])=[O:49])[CH:47]=[CH:46][CH:45]=[CH:44][CH:43]=1.[CH:1]1([C:4]([NH:6][C:7]2[N:8]=[C:9]3[CH:14]=[CH:13][C:12]([O:15][C:16]4[CH:17]=[CH:18][C:19]([NH:22][C:23]([C:25]5[C:26](=[O:39])[N:27]([C:32]6[CH:33]=[CH:34][C:35]([F:38])=[CH:36][CH:37]=6)[C:28]([CH3:31])=[CH:29][CH:30]=5)=[O:24])=[CH:20][CH:21]=4)=[CH:11][N:10]3[CH:40]=2)=[O:5])[CH2:3][CH2:2]1 |f:1.2,4.5.6|. Reported procedure: To a solution (90 mL) of N-[4-({2-[(cyclopropylcarbonyl)amino]imidazo[1,2-a]pyridin-6-yl}oxy)phenyl]-1-(4-fluorophenyl)-6-methyl-2-oxo-1,2-dihydropyridine-3-carboxamide (400 mg, 0.744 mmol) in tetrahydrofuran was added benzenesulfonic acid monohydrate (197 mg, 1.12 mmol) at 80° C. The mixture was filtered, and the filtrate was gradually cooled to room temperature. The solution at room temperature was distilled off at 110° C. to evaporate tetrahydrofuran to about half, and gradually cooled again ... Reactants: NC1=C(C(C2=CC=CC=C2)=NO)C=C(C=C1)Cl (2-amino-5-chlorobenzophenone oxime), ClC(C(=O)Cl)F (chlorofluoroacetyl chloride), CCOCC (ether), CCOCC (ether), ClC(C(=O)Cl)F (chlorofluoroacetyl chloride). Solvent: O (Water), O (water). Run at time 30 minute. The product is ClC(C(=O)NC1=C(C(C2=CC=CC=C2)=NO)C=C(C=C1)Cl)F (2-(chlorofluoroacetamido)-5-chlorobenzophenone oxime). Isolated yield 88.0%. As a reaction SMILES: [NH2:1][C:2]1[CH:16]=[CH:15][C:14]([Cl:17])=[CH:13][C:3]=1[C:4](=[N:11][OH:12])[C:5]1[CH:10]=[CH:9][CH:8]=[CH:7][CH:6]=1.CCOCC.[Cl:23][CH:24]([F:28])[C:25](Cl)=[O:26]>O>[Cl:23][CH:24]([F:28])[C:25]([NH:1][C:2]1[CH:16]=[CH:15][C:14]([Cl:17])=[CH:13][C:3]=1[C:4](=[N:11][OH:12])[C:5]1[CH:6]=[CH:7][CH:8]=[CH:9][CH:10]=1)=[O:26]. Procedure details: Water, 250 ml, was added to a solution of 50 g (0.203 mole) of 2-amino-5-chlorobenzophenone oxime (mixture of isomers) in 1 l. of ether, and the mixture was stirred rapidly and cooled to 5°. Solutions of (A) 100 ml of 10% sodium hydroxide in water and (B) 33.5 g (0.228 mole) of chlorofluoroacetyl chloride made up to 100 ml with ether were simultaneously added at the same rate over 30 min., keeping the temperature of the reaction mixture at about 10° with cooling. The reaction mixture was stirred... The reactants are CC1CN(C(=O)OC(C)(C)C)CC(C)N1, C=CC(C)=O, ClC(Cl)Cl. Product: CC(=O)CCN1C(C)CN(C(=O)OC(C)(C)C)CC1C. As a reaction SMILES: [C:1]([CH3:2])([CH3:3])([CH3:4])[O:5][C:6](=[O:7])[N:8]1[CH2:9][CH:10]([CH3:15])[NH:11][CH:12]([CH3:14])[CH2:13]1.[CH3:16][C:17](=[O:18])[CH:19]=[CH2:20].[CH:21]([Cl:22])([Cl:23])[Cl:24]>>[C:1]([CH3:2])([CH3:3])([CH3:4])[O:5][C:6](=[O:7])[N:8]1[CH2:9][CH:10]([CH3:15])[N:11]([CH2:20][CH2:19][C:17]([CH3:16])=[O:18])[CH:12]([CH3:14])[CH2:13]1.